From a dataset of the Open Reaction Database (ORD), a public repository of structured organic reaction records. describe an organic reaction: reactants, conditions, products, and yield The reactants are [S-2].[Na+].[Na+] (sodium sulfide), C1(=CC=CC=C1)C=1C(=NSN1)Cl (4-Phenyl-3-chloro-1,2,5-thiadiazole), CN(C=O)C (dimethylformamide), ClCSC#N (chloromethyithiocyanate). Run in O (water). Conditions: time 18 hour. Product: C1(=CC=CC=C1)C=1C(=NS(N1)SC)SC#N (4-Phenyl-3-thiocyanato-methylthio-1,2,5-thiadiazole). The yield is 69.0%. RXN SMILES: [S-2:1].[Na+].[Na+].[C:4]1([C:10]2[C:11](Cl)=[N:12][S:13][N:14]=2)[CH:9]=[CH:8][CH:7]=[CH:6][CH:5]=1.ClC[S:18][C:19]#N.C[N:22]([CH3:25])C=O>O>[C:4]1([C:10]2[C:11]([S:1][C:25]#[N:22])=[N:12][SH:13]([S:18][CH3:19])[N:14]=2)[CH:9]=[CH:8][CH:7]=[CH:6][CH:5]=1 |f:0.1.2|. Reported procedure: To a stirred solution of 3.81 grams(g)(0.05 mole) of sodium sulfide in 100 mL of dimethylformamide was added 8 g (0.041 mole) of 4-Phenyl-3-chloro-1,2,5-thiadiazole. The mixture was stirred 18 hours and to this mixture was added 6.68 g (1.5 molar equivalents) of chloromethyithiocyanate. This mixture was stirred for ~14 hours and then diluted with 100 mL of water and extracted with 200 mL of methylene chloride. The organic layer was separated and washed with water (2×100 mL), dried and concentrat...